Dataset: the Open Reaction Database (ORD), a public repository of structured organic reaction records. Task: describe an organic reaction: reactants, conditions, products, and yield Reactants: Cl.NC(C(=O)O)CCC1=CC=C(C=C1)CCCCCCCC (2-Amino-4-(4-octylphenyl)butanoic acid hydrochloride), CO (methanol). The solvent is S(=O)(Cl)Cl (thionyl chloride). Conditions: time 8 hour. Product: Cl.NC(C(=O)OC)CCC1=CC=C(C=C1)CCCCCCCC (Methyl 2-amino-4-(4-octylphenyl)butyrate hydrochloride). As a reaction SMILES: [ClH:1].[NH2:2][CH:3]([CH2:7][CH2:8][C:9]1[CH:14]=[CH:13][C:12]([CH2:15][CH2:16][CH2:17][CH2:18][CH2:19][CH2:20][CH2:21][CH3:22])=[CH:11][CH:10]=1)[C:4]([OH:6])=[O:5].[CH3:23]O>S(Cl)(Cl)=O>[ClH:1].[NH2:2][CH:3]([CH2:7][CH2:8][C:9]1[CH:10]=[CH:11][C:12]([CH2:15][CH2:16][CH2:17][CH2:18][CH2:19][CH2:20][CH2:21][CH3:22])=[CH:13][CH:14]=1)[C:4]([O:6][CH3:23])=[O:5] |f:0.1,4.5|. Procedure details: To a solution of 2-Amino-4-(4-octylphenyl)butanoic acid hydrochloride (20 g) in methanol (500 ml), thionyl chloride (7.2 ml) was added under ice-cooling and the mixture was left standing overnight. The reaction mixture was concentrated under reduced pressure to give the subject compound (16 g).